This data is from the Open Reaction Database (ORD), a public repository of structured organic reaction records. The task is: describe an organic reaction: reactants, conditions, products, and yield Starting materials: N1=C(C=CC2=CC=CC=C12)C=O (2-quinolinecarboxaldehyde), C(C)OC(NN)=O (ethylcarbazate). Solvent: CO (methanol). The product is N1=C(C=CC2=CC=CC=C12)C=NNC(=O)OCC (ethyl (2-quinolinylmethylene)carbazate). Yield: 19.6%. Reaction SMILES: [N:1]1[C:10]2[C:5](=[CH:6][CH:7]=[CH:8][CH:9]=2)[CH:4]=[CH:3][C:2]=1[CH:11]=O.[CH2:13]([O:15][C:16](=[O:19])[NH:17][NH2:18])[CH3:14]>CO>[N:1]1[C:10]2[C:5](=[CH:6][CH:7]=[CH:8][CH:9]=2)[CH:4]=[CH:3][C:2]=1[CH:11]=[N:18][NH:17][C:16]([O:15][CH2:13][CH3:14])=[O:19]. Procedure: A mixture of 3.93 gm (0.025 mole) of 2-quinolinecarboxaldehyde, 2.60 gm (0.025 mole) of ethylcarbazate and 100 ml of methanol is refluxed for 8 hrs. The hot solvent is evaporated in vacuo to give a solid. The crude product is crystallized from ethyl acetate/Skellysolve B to yield 1.19 gm (20%) of the title compound, having a melting point of 163°-165° C.